Task: describe an organic reaction: reactants, conditions, products, and yield. Dataset: the Open Reaction Database (ORD), a public repository of structured organic reaction records Starting materials: [H-], Ic1cn[nH]c1, CC(C)I, [Na+], CN(C)C=O. The product is CC(C)n1cc(I)cn1. RXN SMILES: [H-:1].[I:3][c:4]1[cH:5][n:6][nH:7][cH:8]1.[I:9][CH:10]([CH3:11])[CH3:12].[Na+:2].[O:13]=[CH:14][N:15]([CH3:16])[CH3:17]>>[I:3][c:4]1[cH:5][n:6][n:7]([CH:10]([CH3:11])[CH3:12])[cH:8]1.